Task: describe an organic reaction: reactants, conditions, products, and yield. Dataset: the Open Reaction Database (ORD), a public repository of structured organic reaction records Reactants: N1C=NC=C1 (imidazole), C(C)(C)(C)[Si](C)(C)Cl (tert-Butyldimethyl silyl chloride), IC1=CC(=C(C=C1)O)C (4-Iodo-2-methylphenol). The solvent is CN(C=O)C (N,N-dimethylformamide). Conditions: time 4 hour. Product: IC1=CC(=C(O[Si](C)(C)C(C)(C)C)C=C1)C (4-iodo-2-methyl-phenoxy-tert-butyldimethyl silane). The yield is 97.6%. Reaction SMILES: [I:1][C:2]1[CH:7]=[CH:6][C:5]([OH:8])=[C:4]([CH3:9])[CH:3]=1.N1C=CN=C1.[C:15]([Si:19](Cl)([CH3:21])[CH3:20])([CH3:18])([CH3:17])[CH3:16]>CN(C)C=O>[I:1][C:2]1[CH:7]=[CH:6][C:5]([O:8][Si:19]([C:15]([CH3:18])([CH3:17])[CH3:16])([CH3:21])[CH3:20])=[C:4]([CH3:9])[CH:3]=1. Procedure details: 4-Iodo-2-methylphenol (15.0 g, 64.1 mmol) was dissolved in N,N-dimethylformamide (250 ml), and imidazole (8.7 g, 128.2 mmol, 2.0 eq.) added to the mixture, tert-Butyldimethyl silyl chloride (10.6 g, 70.5 mmol, 1.1 eq.) was slowly added to the above mixture and stirred at room temperature for 4 hours. After completion of the reaction, the reaction mixture was extracted with aqueous ammonium chloride solution and ethyl acetate, and dried over magnesium sulfate. The crude product was purified on si...